From a dataset of the Open Reaction Database (ORD), a public repository of structured organic reaction records. describe an organic reaction: reactants, conditions, products, and yield Reactants: C(CCCCCCCCCCCCCCC)NC1=CC=C(C(=O)[O-])C=C1.[Na+] (sodium 4-(n-hexadecylamino)benzoate), C(C=C)Br (allyl bromide). Run in CN(P(=O)(N(C)C)N(C)C)C (hexamethylphosphoramide). Product: C(CCCCCCCCCCCCCCC)NC1=CC=C(C(=O)OCC=C)C=C1 (2-Propenyl 4-(n-hexadecylamino)benzoate). Reaction SMILES: [CH2:1]([NH:17][C:18]1[CH:26]=[CH:25][C:21]([C:22]([O-:24])=[O:23])=[CH:20][CH:19]=1)[CH2:2][CH2:3][CH2:4][CH2:5][CH2:6][CH2:7][CH2:8][CH2:9][CH2:10][CH2:11][CH2:12][CH2:13][CH2:14][CH2:15][CH3:16].[Na+].[CH2:28](Br)[CH:29]=[CH2:30]>CN(C)P(N(C)C)(N(C)C)=O>[CH2:1]([NH:17][C:18]1[CH:19]=[CH:20][C:21]([C:22]([O:24][CH2:30][CH:29]=[CH2:28])=[O:23])=[CH:25][CH:26]=1)[CH2:2][CH2:3][CH2:4][CH2:5][CH2:6][CH2:7][CH2:8][CH2:9][CH2:10][CH2:11][CH2:12][CH2:13][CH2:14][CH2:15][CH3:16] |f:0.1|. Procedure: A solution of 7.66 g. of sodium 4-(n-hexadecylamino)benzoate and 12.1 g. of allyl bromide in 100 ml. of dry hexamethylphosphoramide is added to a reaction flask. After 6 hours the solution is poured into 100 ml. of water and the solid collected and recrystallized from 50 ml. of acetonitrile. This material is recrystallized from hexanol to yield the title compound, m.p. 81°-83° C.